Dataset: the Open Reaction Database (ORD), a public repository of structured organic reaction records. Task: describe an organic reaction: reactants, conditions, products, and yield Reactants: Cl.FC=1C(=NC=CC1)C(N)=N (3-fluoropicolinimidamide hydrochloride), ClC1=C(C=O)C=CC(=C1)Cl (2,4-dichlorobenzaldehyde), O=C(CC(=O)OCC)C (ethyl 3-oxobutanoate). Product: ClC1=C(C=CC(=C1)Cl)C1N=C(NC(=C1C(=O)OCC)C)C1=NC=CC=C1F (Ethyl 4-(2,4-dichlorophenyl)-2-(3-fluoropyridin-2-yl)-6-methyl-1,4-dihydropyrimidine-5-carboxylate). Yield: 54.0%. As a reaction SMILES: Cl.[F:2][C:3]1[C:4]([C:9](=[NH:11])[NH2:10])=[N:5][CH:6]=[CH:7][CH:8]=1.[Cl:12][C:13]1[CH:20]=[C:19]([Cl:21])[CH:18]=[CH:17][C:14]=1[CH:15]=O.O=[C:23]([CH3:30])[CH2:24][C:25]([O:27][CH2:28][CH3:29])=[O:26]>>[Cl:12][C:13]1[CH:20]=[C:19]([Cl:21])[CH:18]=[CH:17][C:14]=1[CH:15]1[C:24]([C:25]([O:27][CH2:28][CH3:29])=[O:26])=[C:23]([CH3:30])[NH:10][C:9]([C:4]2[C:3]([F:2])=[CH:8][CH:7]=[CH:6][N:5]=2)=[N:11]1 |f:0.1|. Reported procedure: 3-fluoropicolinimidamide hydrochloride (5.53 g, 31.5 mmol) was reacted with 2,4-dichlorobenzaldehyde (5.51 g, 31.5 mmol) and ethyl 3-oxobutanoate (4.1 g, 31.5 mmol) according to the procedure as described in Example 1, Step A to give the title compound as a yellow solid (6.94 g, 54%). The compound was characterized by the following spectroscopic data: